From a dataset of the Open Reaction Database (ORD), a public repository of structured organic reaction records. describe an organic reaction: reactants, conditions, products, and yield Starting materials: ON\C(\C=1C=C2C=C(NC2=CC1)CCC(=O)OCC)=N/[H] (ethyl 3-{5-[(Z)-(hydroxyamino)(imino)methyl]-1H-indol-2-yl}propanoate), CCN=C=NCCCN(C)C (EDCI), C=1C=CC2=C(C1)N=NN2O (HOBT), CC(C)OC1=C(C=C(C=N1)C(=O)O)C(F)(F)F (6-[(1-methylethyl)oxy]-5-(trifluoromethyl)-3-pyridinecarboxylic acid), CCCC[N+](CCCC)(CCCC)CCCC.[F-] (TBAF). Run in C1CCOC1 (THF). Run at temperature 120 celsius, time 1 hour. Product: CC(C)OC1=C(C=C(C=N1)C1=NC(=NO1)C=1C=C2C=C(NC2=CC1)CCC(=O)OCC)C(F)(F)F (ethyl 3-(5-{5-[6-[(1-methylethyl)oxy]-5-(trifluoromethyl)-3-pyridinyl]-1,2,4-oxadiazol-3-yl}-1H-indol-2-yl)propanoate). The yield is 75.7%. As a reaction SMILES: CCN=C=NCCCN(C)C.C1C=CC2N(O)N=NC=2C=1.[CH3:22][CH:23]([O:25][C:26]1[N:31]=[CH:30][C:29]([C:32]([OH:34])=O)=[CH:28][C:27]=1[C:35]([F:38])([F:37])[F:36])[CH3:24].O[NH:40]/[C:41](=[N:58]\[H])/[C:42]1[CH:43]=[C:44]2[C:48](=[CH:49][CH:50]=1)[NH:47][C:46]([CH2:51][CH2:52][C:53]([O:55][CH2:56][CH3:57])=[O:54])=[CH:45]2.CCCC[N+](CCCC)(CCCC)CCCC.[F-]>C1COCC1>[CH3:24][CH:23]([O:25][C:26]1[N:31]=[CH:30][C:29]([C:32]2[O:34][N:58]=[C:41]([C:42]3[CH:43]=[C:44]4[C:48](=[CH:49][CH:50]=3)[NH:47][C:46]([CH2:51][CH2:52][C:53]([O:55][CH2:56][CH3:57])=[O:54])=[CH:45]4)[N:40]=2)=[CH:28][C:27]=1[C:35]([F:38])([F:37])[F:36])[CH3:22] |f:4.5|. Reported procedure: EDCI (92 mg) and HOBT (79 mg) were added to a solution of 6-[(1-methylethyl)oxy]-5-(trifluoromethyl)-3-pyridinecarboxylic acid (60 mg) in THF (6 mL). The resulting solution was stirred for 1 hour followed by addition of ethyl 3-{5-[(Z)-(hydroxyamino)(imino)methyl]-1H-indol-2-yl}propanoate (D31) (100 mg). The resulting mixture was stirred for 3 hours followed by addition of TBAF (251 mg). The reaction vessel was sealed. The reaction mixture was heated at 120° C. in the microwave for 2 hours. THF ... The reactants are CCCCCN1C(=O)C(CO)(c2cc3c(cc2O)OCO3)c2sccc21, CCCCCN1C(=O)C(CO)(c2cc3c(cc2O)OCO3)c2cccnc21. The product is CCCCCN1C(=O)C2(COc3cc4c(cc32)OCO4)c2sccc21. RXN SMILES: [OH:1][c:2]1[c:3]([C:11]2([CH2:25][OH:26])[c:12]3[c:13]([cH:22][cH:23][s:24]3)[N:14]([CH2:17][CH2:18][CH2:19][CH2:20][CH3:21])[C:15]2=[O:16])[cH:4][c:5]2[c:6]([cH:10]1)[O:7][CH2:8][O:9]2.[OH:27][c:28]1[c:29]([C:30]2([CH2:31][OH:32])[c:33]3[c:34]([n:35][cH:36][cH:37][cH:38]3)[N:39]([CH2:40][CH2:41][CH2:42][CH2:43][CH3:44])[C:45]2=[O:46])[cH:47][c:48]2[c:52]([cH:53]1)[O:51][CH2:50][O:49]2>>[c:2]12[c:3]([cH:4][c:5]3[c:6]([cH:10]1)[O:7][CH2:8][O:9]3)[C:11]1([c:12]3[c:13]([cH:22][cH:23][s:24]3)[N:14]([CH2:17][CH2:18][CH2:19][CH2:20][CH3:21])[C:15]1=[O:16])[CH2:25][O:26]2. The reactants are COC1=C(C=C(C=C1)C=O)B(O)O (2-methoxy-5-formylphenylboronic acid), BrC=1C=C2C(CCC(C2=CC1C)(C)C)(C)C (6-bromo-1,1,4,4,7pentamethyl1,2,3,4-tetrahydronaphthalene), C([O-])([O-])=O.[K+].[K+] (potassium carbonate). The reagents and catalysts are C=1C=CC(=CC1)[P](C=2C=CC=CC2)(C=3C=CC=CC3)[Pd]([P](C=4C=CC=CC4)(C=5C=CC=CC5)C=6C=CC=CC6)([P](C=7C=CC=CC7)(C=8C=CC=CC8)C=9C=CC=CC9)[P](C=1C=CC=CC1)(C=1C=CC=CC1)C=1C=CC=CC1 (Tetrakis(triphenylphosphine)palladium(0)). Solvent: COCCOC (1,2-dimethoxyethane), O (water), C(C)(=O)OCC (ethyl acetate). The product is COC1=C(C=C(C=O)C=C1)C1=CC=2C(C(CC(C2C=C1C)(C)C)C)C (4-methoxy-3-(3,5,5,8,7-pentamethyl-5,6,7,8-tetrahydronaphthalen-2-yl)benzaldehyde). Yield: 95.6%. RXN SMILES: [CH3:1][O:2][C:3]1[CH:8]=[CH:7][C:6]([CH:9]=[O:10])=[CH:5][C:4]=1B(O)O.Br[C:15]1[CH:16]=[C:17]2[C:22](=[CH:23][C:24]=1[CH3:25])[C:21]([CH3:27])([CH3:26])[CH2:20][CH2:19][C:18]2([CH3:29])C.[C:30](=O)([O-])[O-].[K+].[K+]>COCCOC.O.C(OCC)(=O)C.C1C=CC([P]([Pd]([P](C2C=CC=CC=2)(C2C=CC=CC=2)C2C=CC=CC=2)([P](C2C=CC=CC=2)(C2C=CC=CC=2)C2C=CC=CC=2)[P](C2C=CC=CC=2)(C2C=CC=CC=2)C2C=CC=CC=2)(C2C=CC=CC=2)C2C=CC=CC=2)=CC=1>[CH3:1][O:2][C:3]1[CH:8]=[CH:7][C:6]([CH:9]=[O:10])=[CH:5][C:4]=1[C:15]1[C:24]([CH3:25])=[CH:23][C:22]2[C:21]([CH3:26])([CH3:27])[CH2:20][CH:19]([CH3:30])[CH:18]([CH3:29])[C:17]=2[CH:16]=1 |f:2.3.4,^1:52,54,73,92|. Procedure details: A mixture of 2-methoxy-5-formylphenylboronic acid (2.3 g, 12.80 mmol), 6-bromo-1,1,4,4,7pentamethyl1,2,3,4-tetrahydronaphthalene (3.0 g, 10.66 mmol) and potassium carbonate (5.89 g, 42.64 mmol) in 1,2-dimethoxyethane (100 mL) and water (5 mL) was degassed with argon for 15 minutes. Tetrakis(triphenylphosphine)palladium(0) (2.4 g, 2.13 mmol) was added and the mixture heated at reflux under argon for 8 hours. The solution was cooled to room temperature, diluted with ethyl acetate and washed succes... The reactants are NC1=C(C=CC=C1N)[N+](=O)[O-] (2,3-diaminonitrobenzene), C(C(=O)O)(=O)O (oxalic acid). The solvent is C(C)(=O)O (acetic acid). Yields the product OC1=NC2=CC=CC(=C2N=C1O)[N+](=O)[O-] (2,3-dihydroxy-5-nitroquinoxaline). As a reaction SMILES: [NH2:1][C:2]1[C:7]([NH2:8])=[CH:6][CH:5]=[CH:4][C:3]=1[N+:9]([O-:11])=[O:10].[C:12](O)(=[O:16])[C:13](O)=[O:14]>C(O)(=O)C>[OH:14][C:13]1[C:12]([OH:16])=[N:1][C:2]2[C:7](=[CH:6][CH:5]=[CH:4][C:3]=2[N+:9]([O-:11])=[O:10])[N:8]=1. Procedure details: 4 g (26.12 mmol) of 2,3-diaminonitrobenzene and 6.59 g (52.24 mmol) of commercial oxalic acid were dissolved in 50% acetic acid, and reaction was allowed at boiling point under an argon stream for 3 hr. After the reaction was over, the reaction mixture was cooled to room temperature, and the crystal precipitated was filtered out. As a reaction SMILES: O.[Na].[F:3][C:4]1[CH:31]=[CH:30][C:7]([CH2:8][C:9]2[NH:13][C:12](/[CH:14]=[CH:15]/[C:16]3[CH:21]=[CH:20][C:19]([N:22]4[CH:26]=[C:25]([CH3:27])[N:24]=[CH:23]4)=[C:18]([O:28][CH3:29])[CH:17]=3)=[N:11][N:10]=2)=[CH:6][CH:5]=1.IC.O.[C:35](=O)(O)[O-].[Na+]>C1COCC1.C(OCC)(=O)C>[F:3][C:4]1[CH:5]=[CH:6][C:7]([CH2:8][C:9]2[N:10]([CH3:35])[N:11]=[C:12](/[CH:14]=[CH:15]/[C:16]3[CH:21]=[CH:20][C:19]([N:22]4[CH:26]=[C:25]([CH3:27])[N:24]=[CH:23]4)=[C:18]([O:28][CH3:29])[CH:17]=3)[N:13]=2)=[CH:30][CH:31]=1.[F:3][C:4]1[CH:5]=[CH:6][C:7]([CH2:8][C:9]2[N:13]=[C:12](/[CH:14]=[CH:15]/[C:16]3[CH:21]=[CH:20][C:19]([N:22]4[CH:26]=[C:25]([CH3:27])[N:24]=[CH:23]4)=[C:18]([O:28][CH3:29])[CH:17]=3)[N:11]([CH3:35])[N:10]=2)=[CH:30][CH:31]=1 |f:0.1,4.5.6,^1:1|. Run in C(C)(=O)OCC (Ethyl acetate), C1CCOC1 (THF). Product: FC1=CC=C(CC2=NC(=NN2C)\C=C\C2=CC(=C(C=C2)N2C=NC(=C2)C)OC)C=C1 (5-(4-fluorobenzyl)-3-{(E)-2-[3-methoxy-4-(4-methyl-1H-imidazol-1-yl)phenyl]vinyl}-1-methyl-1H-[1,2,4]triazole), FC1=CC=C(CC2=NN(C(=N2)\C=C\C2=CC(=C(C=C2)N2C=NC(=C2)C)OC)C)C=C1 (3-(4-fluorobenzyl)-5-{(E)-2-[3-methoxy-4-(4-methyl-1H-imidazol-1-yl)phenyl]vinyl}-1-methyl-1H-[1,2,4]triazole). Procedure details: Sodium hydrate (containing mineral oil at 60%, 6 mg) was added to a solution of 3-(4-fluorobenzyl)-5-{(E)-2-[3-methoxy-4-(4-methyl-1H-imidazol-1-yl)phenyl]vinyl}-4H-[1,2,4]triazole (18 mg) in THF (1 mL), and the reaction solution was stirred at room temperature for 30 minutes. Iodomethane (20 mg) was added to the reaction solution, and the reaction solution was then stirred at room temperature for 1.5 hours. Ethyl acetate and saturated sodium bicarbonate water were added to the reaction solution... Conditions: time 30 minute. Reactants: IC (Iodomethane), O.C([O-])(O)=O.[Na+] (sodium bicarbonate water), O.[Na] (Sodium hydrate), FC1=CC=C(CC2=NN=C(N2)\C=C\C2=CC(=C(C=C2)N2C=NC(=C2)C)OC)C=C1 (3-(4-fluorobenzyl)-5-{(E)-2-[3-methoxy-4-(4-methyl-1H-imidazol-1-yl)phenyl]vinyl}-4H-[1,2,4]triazole).